This data is from the Open Reaction Database (ORD), a public repository of structured organic reaction records. The task is: describe an organic reaction: reactants, conditions, products, and yield The reactants are Br, Br, CC(=O)O, CC(=O)c1nc(C(F)(F)F)oc1C. Yields the product Cc1oc(C(F)(F)F)nc1C(=O)CBr. As a reaction SMILES: [Br:15].[BrH:14].[CH3:16][C:17](=[O:18])[OH:19].[F:1][C:2]([c:3]1[o:4][c:5]([CH3:11])[c:6]([C:8]([CH3:9])=[O:10])[n:7]1)([F:12])[F:13]>>[F:1][C:2]([c:3]1[o:4][c:5]([CH3:11])[c:6]([C:8]([CH2:9][Br:14])=[O:10])[n:7]1)([F:12])[F:13].